From a dataset of the Open Reaction Database (ORD), a public repository of structured organic reaction records. describe an organic reaction: reactants, conditions, products, and yield Starting materials: BrC=1C=NC=CC1Cl (3-bromo-4-chloropyridine), FCC(C)O (1-fluoropropan-2-ol), [H-].[Na+] (sodium hydride). Product: BrC=1C=NC=CC1OC(CF)C (3-bromo-4-(2-fluoro-1-methyl-ethoxy)pyridine). As a reaction SMILES: [Br:1][C:2]1[CH:3]=[N:4][CH:5]=[CH:6][C:7]=1Cl.[F:9][CH2:10][CH:11]([OH:13])[CH3:12].[H-].[Na+]>>[Br:1][C:2]1[CH:3]=[N:4][CH:5]=[CH:6][C:7]=1[O:13][CH:11]([CH3:12])[CH2:10][F:9] |f:2.3|. Procedure details: The title compound was synthesized in analogy to Example 108b, using 3-bromo-4-chloropyridine (CAN 36953-42-1), 1-fluoropropan-2-ol (CAN 430-50-2) as starting materials and sodium hydride as reagent. The title compound was isolated (7.55 g, 62%) as a yellow oil; MS (ESI, m/z): 235.9 (M+H+). Starting materials: C1(=CC=CC=C1)N1C=NC2=C(C1=O)SC=C2C2=CC=CC=C2 (3,7-Diphenylthieno[3,2-d]pyrimidin-4(3H)-one), NC1=C(SC=C1C=1C=C(C=CC1)C)C(=O)OC (methyl 3-amino-4-(m -tolyl)thiophene-2-carboxylate), C(OCC)(OCC)OCC (triethyl orthoformate), ClC1=CC=C(N)C=C1 (4-chloroaniline). The solvent is C(C)(=O)O (acetic acid). Yields the product ClC1=CC=C(C=C1)N1C=NC2=C(C1=O)SC=C2C=2C=C(C=CC2)C (3-(4-Chlorophenyl)-7-(m-tolyl)thieno[3,2-d]pyrimidin-4(3H)-one). The yield is 72.1%. Reaction SMILES: [C:1]1([N:7]2[C:12](=O)C3SC=C(C4C=CC=CC=4)C=3N=C2)[CH:6]=[CH:5][CH:4]=[CH:3][CH:2]=1.[NH2:23][C:24]1[C:28]([C:29]2[CH:30]=[C:31]([CH3:35])[CH:32]=[CH:33][CH:34]=2)=[CH:27][S:26][C:25]=1[C:36]([O:38]C)=O.C(OCC)(OCC)OCC.[Cl:50]C1C=CC(N)=CC=1>C(O)(=O)C>[Cl:50][C:4]1[CH:5]=[CH:6][C:1]([N:7]2[C:36](=[O:38])[C:25]3[S:26][CH:27]=[C:28]([C:29]4[CH:30]=[C:31]([CH3:35])[CH:32]=[CH:33][CH:34]=4)[C:24]=3[N:23]=[CH:12]2)=[CH:2][CH:3]=1. Reported procedure: In the same manner as the synthesis of Compound 1, methyl 3-amino-4-(m -tolyl)thiophene-2-carboxylate (80 mg, 0.32 mmol), triethyl orthoformate (0.7 ml), 4-chloroaniline (76.8 mg, 0.6 mmol), and acetic acid (0.1 ml) were used to give 85.1 mg (0.23 mmol, 72.1% yield) of the title compound. The reactants are O[C@H]1CN(CC1)C(=O)OC(C)(C)C (tert-butyl(3R)-3-hydroxypyrrolidine-1-carboxylate), [OH-].[Na+] (sodium hydroxide), BrCC(=O)OCC (ethyl bromoacetate), O (water). Run in CCOC(=O)C (EtOAc), C1CCOC1 (THF), C1CCOC1 (THF), C1CCOC1 (THF), CCOC(=O)C (EtOAc). Conditions: time 8 hour. The product is C(C)OC(CO[C@H]1CN(CC1)C(=O)OC(C)(C)C)=O (tert-butyl(3R)-3-(2-ethoxy-2-oxoethoxy)pyrrolidine-1-carboxylate). RXN SMILES: [OH:1][C@@H:2]1[CH2:6][CH2:5][N:4]([C:7]([O:9][C:10]([CH3:13])([CH3:12])[CH3:11])=[O:8])[CH2:3]1.[OH-].[Na+].Br[CH2:17][C:18]([O:20][CH2:21][CH3:22])=[O:19].O>C1COCC1.CCOC(C)=O>[CH2:21]([O:20][C:18](=[O:19])[CH2:17][O:1][C@@H:2]1[CH2:6][CH2:5][N:4]([C:7]([O:9][C:10]([CH3:13])([CH3:12])[CH3:11])=[O:8])[CH2:3]1)[CH3:22] |f:1.2|. Procedure: A solution of tert-butyl(3R)-3-hydroxypyrrolidine-1-carboxylate (7.0 g) in THF (30 mL) was added to a suspension of 60% sodium hydroxide (2.3 g) in THF (40 mL) under ice-cooling. At the same temperature, a THF (30 mL) solution of ethyl bromoacetate (13 mL) was added to the mixture, and the mixture was stirred overnight. After water and EtOAc were added to the reaction mixture, extraction thereof was performed using EtOAc, and the extract was washed with saturated brine. The organic layer was dri... The reactants are C[C@@]12CCC(N[C@@H]2CCC2=C1C=CC(=C2)Br)=O ((4aR)-(10bR)-10b-methyl-8-bromo-1,2,3,4,4a,5,6,10b-octahydrobenzo[f]quinolin-3-one), solution, C[Li] (methyllithium), C(C)OCC (diethyl ether), solution, C(C)(C)(C)[Li] (t-butyllithium), CCCCC (pentane), C(C1=CC=CC=C1)=O (benzaldehyde). Run in C1CCOC1 (THF). Conditions: time 10 minute. The product is C(C1=CC=CC=C1)(=O)C1=CC2=C([C@]3(CCC(N([C@@H]3CC2)C)=O)C)C=C1 ((4aR)-(10bR)-8-benzoyl-4,10b-dimethyl-1,2,3,4,4a,5,6,10b-octahydrobenzo[f]quinolin-3-one). As a reaction SMILES: [CH3:1][C@@:2]12[C:11]3[CH:12]=[CH:13][C:14](Br)=[CH:15][C:10]=3[CH2:9][CH2:8][C@H:7]1[NH:6][C:5](=[O:17])[CH2:4][CH2:3]2.C[Li].[CH2:20](OCC)C.C([Li])(C)(C)C.CCCCC.[CH:35](=[O:42])[C:36]1[CH:41]=[CH:40][CH:39]=[CH:38][CH:37]=1>C1COCC1>[C:35]([C:14]1[CH:13]=[CH:12][C:11]2[C@:2]3([CH3:1])[C@@H:7]([CH2:8][CH2:9][C:10]=2[CH:15]=1)[N:6]([CH3:20])[C:5](=[O:17])[CH2:4][CH2:3]3)(=[O:42])[C:36]1[CH:41]=[CH:40][CH:39]=[CH:38][CH:37]=1. Reported procedure: To a solution of (4aR)-(10bR)-10b-methyl-8-bromo-1,2,3,4,4a,5,6,10b-octahydrobenzo[f]quinolin-3-one in 25 mL of THF at -78° under an atmosphere of nitrogen was added 330 μL of a 1.4M solution of methyllithium in diethyl ether (0.46 mmol). The reaction mixture turned bright yellow, and after 10 min, 470 μl of a 1.7M solution of t-butyllithium in pentane (0.80 mmol) was added. The reaction mixture was stirred for 10 min before the addition of benzaldehyde (80 μL, 0.79 mmol) as a single aliquot. Th...